Dataset: the Open Reaction Database (ORD), a public repository of structured organic reaction records. Task: describe an organic reaction: reactants, conditions, products, and yield Reactants: NC=1C=C(OC2=C(C=CC=C2)CC(=O)OC)C=CC1 (methyl 2-(3-aminophenoxy)phenylacetate), C(=O)OC (methyl formate), [H-].[Na+] (sodium hydride), Cl (hydrochloric acid), C([O-])([O-])=O.[K+].[K+] (Potassium carbonate), S(=O)(=O)(OC)OC (dimethyl sulphate). Solvent: CN(C)C=O (DMF), O (water), O (water), CN(C)C=O (DMF), CN(C)C=O (DMF). Conditions: time 3 hour. The product is C(=O)NC=1C=C(OC2=C(C=CC=C2)/C(/C(=O)OC)=C\OC)C=CC1 ((E)-methyl 2-[2-(3-formamidophenoxy)phenyl]-3-methoxypropenoate). The yield is 93.0%. As a reaction SMILES: [NH2:1][C:2]1[CH:3]=[C:4]([CH:17]=[CH:18][CH:19]=1)[O:5][C:6]1[CH:11]=[CH:10][CH:9]=[CH:8][C:7]=1[CH2:12][C:13]([O:15][CH3:16])=[O:14].[CH:20]([O:22][CH3:23])=O.[H-].[Na+].Cl.[C:27](=O)([O-])[O-:28].[K+].[K+].S(OC)(OC)(=O)=O>CN(C=O)C.O>[CH:27]([NH:1][C:2]1[CH:3]=[C:4]([CH:17]=[CH:18][CH:19]=1)[O:5][C:6]1[CH:11]=[CH:10][CH:9]=[CH:8][C:7]=1/[C:12](=[CH:20]\[O:22][CH3:23])/[C:13]([O:15][CH3:16])=[O:14])=[O:28] |f:2.3,5.6.7|. Procedure details: A mixture of methyl 2-(3-aminophenoxy)phenylacetate (11.54 g) and methyl formate (27.7 ml) in DMF (25 ml) was added dropwise to a stirred suspension of sodium hydride (3.25 g) in DMF (50 ml) cooled in ice to below 10° C. (effervescence). Following the addition, the reaction mixture was stirred at room temperature for 3 hours, poured into water, acidified with concentrated hydrochloric acid and extracted with ethyl acetate. These extracts were washed with brine, dried and concentrated to give a v... Reactants: CC[SiH](CC)CC, ClCCl, O=C1N(Cc2ccc(C(F)(F)F)o2)c2ccccc2C1(O)c1cc2c(cc1O)OC(F)(F)O2, O=C(O)C(F)(F)F. Yields the product O=C1C(c2cc3c(cc2O)OC(F)(F)O3)c2ccccc2N1Cc1ccc(C(F)(F)F)o1. As a reaction SMILES: [CH2:34]([SiH:35]([CH2:36][CH3:37])[CH2:38][CH3:39])[CH3:40].[Cl:48][CH2:49][Cl:50].[F:1][C:2]1([F:33])[O:3][c:4]2[c:5]([cH:7][c:8]([OH:32])[c:9]([C:11]3([OH:31])[C:12](=[O:30])[N:13]([CH2:20][c:21]4[o:22][c:23]([C:26]([F:27])([F:28])[F:29])[cH:24][cH:25]4)[c:14]4[cH:15][cH:16][cH:17][cH:18][c:19]43)[cH:10]2)[O:6]1.[OH:41][C:42]([C:43]([F:44])([F:45])[F:46])=[O:47]>>[F:1][C:2]1([F:33])[O:3][c:4]2[c:5]([cH:7][c:8]([OH:32])[c:9]([CH:11]3[C:12](=[O:30])[N:13]([CH2:20][c:21]4[o:22][c:23]([C:26]([F:27])([F:28])[F:29])[cH:24][cH:25]4)[c:14]4[cH:15][cH:16][cH:17][cH:18][c:19]43)[cH:10]2)[O:6]1. Starting materials: CC1=C(C(=O)OC(C2=C(C=CC=C2[N+](=O)[O-])C)=O)C(=CC=C1)[N+](=O)[O-] (2-methyl-6-nitrobenzoic anhydride), O[C@@H](CC(=O)O)[C@@H](C(C)C)NC([C@@H](CSC(C1=CC=CC=C1)(C1=CC=CC=C1)C1=CC=CC=C1)NC([C@@H](CC(C)C)NC(C[C@H](\C=C\CCSC(C1=CC=CC=C1)(C1=CC=CC=C1)C1=CC=CC=C1)O)=O)=O)=O ((3S,4R)-3-Hydroxy-4-{(S)-2-[(R)-2-((E)-(R)-3-hydroxy-7-tritylsulfanyl-hept-4-enoylamino)-4-methyl-pentanoylamino]-3-tritylsulfanyl-propionylamino}-5-methyl-hexanoic acid). The reagents and catalysts are CN(C)C=1C=CN=CC1 (DMAP). Solvent: C(Cl)Cl (CH2Cl2), C(Cl)Cl.C1CCOC1 (CH2Cl2 THF). Yields the product O[C@H]1[C@H](NC([C@H](NC([C@H](NC(C[C@H](OC(C1)=O)\C=C\CCSC(C1=CC=CC=C1)(C1=CC=CC=C1)C1=CC=CC=C1)=O)CC(C)C)=O)CSC(C1=CC=CC=C1)(C1=CC=CC=C1)C1=CC=CC=C1)=O)C(C)C ((2S,6R,9 S,12R,13R)-13-Hydroxy-6-isobutyl-12-isopropyl-2-((E)-4-tritylsulfanyl-but-1-enyl)-9-tritylsulfanylmethyl-1-oxa-5,8,11-triaza-cyclopentadecane-4,7,10,15-tetraone). Yield: 46.7%. As a reaction SMILES: CC1C=CC=C([N+]([O-])=O)C=1C(OC(=O)C1C([N+]([O-])=O)=CC=CC=1C)=O.[OH:26][C@H:27]([C@H:32]([NH:36][C:37](=[O:98])[C@H:38]([NH:60][C:61](=[O:97])[C@H:62]([NH:67][C:68](=[O:96])[CH2:69][C@@H:70](O)/[CH:71]=[CH:72]/[CH2:73][CH2:74][S:75][C:76]([C:89]1[CH:94]=[CH:93][CH:92]=[CH:91][CH:90]=1)([C:83]1[CH:88]=[CH:87][CH:86]=[CH:85][CH:84]=1)[C:77]1[CH:82]=[CH:81][CH:80]=[CH:79][CH:78]=1)[CH2:63][CH:64]([CH3:66])[CH3:65])[CH2:39][S:40][C:41]([C:54]1[CH:59]=[CH:58][CH:57]=[CH:56][CH:55]=1)([C:48]1[CH:53]=[CH:52][CH:51]=[CH:50][CH:49]=1)[C:42]1[CH:47]=[CH:46][CH:45]=[CH:44][CH:43]=1)[CH:33]([CH3:35])[CH3:34])[CH2:28][C:29]([OH:31])=[O:30]>CN(C1C=CN=CC=1)C.C(Cl)Cl.C(Cl)Cl.C1COCC1>[OH:26][C@@H:27]1[CH2:28][C:29](=[O:31])[O:30][C@H:70](/[CH:71]=[CH:72]/[CH2:73][CH2:74][S:75][C:76]([C:83]2[CH:88]=[CH:87][CH:86]=[CH:85][CH:84]=2)([C:89]2[CH:90]=[CH:91][CH:92]=[CH:93][CH:94]=2)[C:77]2[CH:82]=[CH:81][CH:80]=[CH:79][CH:78]=2)[CH2:69][C:68](=[O:96])[NH:67][C@H:62]([CH2:63][CH:64]([CH3:65])[CH3:66])[C:61](=[O:97])[NH:60][C@H:38]([CH2:39][S:40][C:41]([C:54]2[CH:59]=[CH:58][CH:57]=[CH:56][CH:55]=2)([C:42]2[CH:47]=[CH:46][CH:45]=[CH:44][CH:43]=2)[C:48]2[CH:49]=[CH:50][CH:51]=[CH:52][CH:53]=2)[C:37](=[O:98])[NH:36][C@@H:32]1[CH:33]([CH3:34])[CH3:35] |f:4.5|. Procedure details: To a solution of 2-methyl-6-nitrobenzoic anhydride (MNBA) (32.7 mg, 0.095 mmol) and DMAP (22.5 mg, 0.184 mmol) in CH2Cl2 (20 mL) was added dropwise a solution of acid 5C (76 mg, 0.075 mmol) in CH2Cl2/THF (2:1, 66 mL) over 3 hours. After a further 12 h the reaction was quenched by the addition of 1M HCl (30 mL). The organic phase was separated (extracting with CH2Cl2) and washed with sat NaHCO3 (30 mL), followed by brine (30 mL). The combined organic phase was dried (MgSO4), filtered and concentr... Starting materials: CCOC(=O)c1cnc(SC)nc1Cl, C1COCCO1, OCC(O)CN1CCNCC1. The product is CCOC(=O)c1cnc(SC)nc1N1CCN(CC(O)CO)CC1. Reaction SMILES: [CH2:1]([CH3:2])[O:3][C:4](=[O:5])[c:6]1[c:7]([Cl:14])[n:8][c:9]([S:12][CH3:13])[n:10][cH:11]1.[O:26]1[CH2:27][CH2:28][O:29][CH2:30][CH2:31]1.[OH:15][CH:16]([CH2:17][N:18]1[CH2:19][CH2:20][NH:21][CH2:22][CH2:23]1)[CH2:24][OH:25]>>[CH2:1]([CH3:2])[O:3][C:4](=[O:5])[c:6]1[c:7]([N:21]2[CH2:20][CH2:19][N:18]([CH2:17][CH:16]([OH:15])[CH2:24][OH:25])[CH2:23][CH2:22]2)[n:8][c:9]([S:12][CH3:13])[n:10][cH:11]1. Reactants: C12C(CC(CC1)C2)N2NC(C2=O)(C)C (2-(Bicyclo[2.2.1]heptan-2-yl)-4,4-dimethyl-1,2-diazetidin-3-one), BrC1=CC=CC2=CC=CC=C12 (1-bromonaphtalene). Yields the product C12C(CC(CC1)C2)N2N(C(C2=O)(C)C)C2=CC=CC1=CC=CC=C21 (2-(bicyclo[2.2.1]heptan-2-yl)-4,4-dimethyl-1-(naphthalen-1-yl)-1,2-diazetidin-3-one). RXN SMILES: [CH:1]12[CH2:7][CH:4]([CH2:5][CH2:6]1)[CH2:3][CH:2]2[N:8]1[C:11](=[O:12])[C:10]([CH3:14])([CH3:13])[NH:9]1.Br[C:16]1[C:25]2[C:20](=[CH:21][CH:22]=[CH:23][CH:24]=2)[CH:19]=[CH:18][CH:17]=1>>[CH:1]12[CH2:7][CH:4]([CH2:5][CH2:6]1)[CH2:3][CH:2]2[N:8]1[C:11](=[O:12])[C:10]([CH3:14])([CH3:13])[N:9]1[C:24]1[C:25]2[C:20](=[CH:19][CH:18]=[CH:17][CH:16]=2)[CH:21]=[CH:22][CH:23]=1. Reported procedure: 2-(Bicyclo[2.2.1]heptan-2-yl)-4,4-dimethyl-1,2-diazetidin-3-one and 1-bromonaphtalene were used for a similar reaction and treatment as Example 181, and the title compound was obtained as a pale yellow crystalline powder. Reaction SMILES: S1C=CN=C1.Cl.[OH:7]/[N:8]=[C:9](/[C:15]1[N:16]=[C:17]([NH:20][C:21]([C:34]2[CH:39]=[CH:38][CH:37]=[CH:36][CH:35]=2)([C:28]2[CH:33]=[CH:32][CH:31]=[CH:30][CH:29]=2)[C:22]2[CH:27]=[CH:26][CH:25]=[CH:24][CH:23]=2)[S:18][CH:19]=1)\[C:10]([O:12]CC)=[O:11].C(=O)([O-])[O-].[K+].[K+].[CH2:46]([O:48][CH2:49][CH2:50]Br)[CH3:47]>CN(C=O)C.O>[CH2:46]([O:48][CH2:49][CH2:50][O:7]/[N:8]=[C:9](/[C:15]1[N:16]=[C:17]([NH:20][C:21]([C:28]2[CH:33]=[CH:32][CH:31]=[CH:30][CH:29]=2)([C:22]2[CH:23]=[CH:24][CH:25]=[CH:26][CH:27]=2)[C:34]2[CH:39]=[CH:38][CH:37]=[CH:36][CH:35]=2)[S:18][CH:19]=1)\[C:10]([OH:12])=[O:11])[CH3:47] |f:1.2,3.4.5|. The reactants are S1C=NC=C1 (thiazole), Cl.O\N=C(/C(=O)OCC)\C=1N=C(SC1)NC(C1=CC=CC=C1)(C1=CC=CC=C1)C1=CC=CC=C1 (Ethyl (Z)-2-hydroxyimino-2-(2-tritylaminothiazol-4-yl)acetate hydrochloride), C([O-])([O-])=O.[K+].[K+] (potassium carbonate), C(C)OCCBr (2-bromoethyl ethyl ether). Reaction conditions: time 10 day. The product is C(C)OCCO\N=C(/C(=O)O)\C=1N=C(SC1)NC(C1=CC=CC=C1)(C1=CC=CC=C1)C1=CC=CC=C1 (2-((Z)-2-ethoxyethoxyimino)-2-(2-tritylaminothiazol-4-yl)acetic acid). Procedure details: The thiazole acid starting material was prepared as follows. Ethyl (Z)-2-hydroxyimino-2-(2-tritylaminothiazol-4-yl)acetate hydrochloride (9.87 g.) was suspended in DMF (50 ml.) and treated with potassium carbonate (5.52 g.) and 2-bromoethyl ethyl ether (2.25 ml.). After stirring for 10 days at ambient temperature the mixture was diluted with water and worked up conventionally by extraction into EtOAc followed by chromatography on silica, eluting with 98:2 (v/v) CH2Cl2 : EtOAc. The ethyl ester wa... Solvent: CN(C)C=O (DMF), O (water). The reactants are FC(C(=O)O)(F)F.ClCCl (trifluoroacetic acid dichloromethane), NC1=C2C(=NC=N1)N(N=C2C2=CC(=C(C=C2)NC(OC(C)(C)C)=O)OC)C2CCN(CC2)C (tert-butyl N-{4-[4-amino-1-(1-methyl-4-piperidyl)-1H-pyrazolo[3,4-d]pyrimidin-3-yl]-2-methoxyphenyl}carbamate). Solvent: ClCCl (dichloromethane). Conditions: time 4 hour. Product: NC1=C(C=C(C=C1)C1=NN(C2=NC=NC(=C21)N)C2CCN(CC2)C)OC (3-(4-amino-3-methoxyphenyl)-1-(1-methyl-4-piperidyl)-1H-pyrazolo[3,4-d]pyrimidin-4-amine). The yield is 95.2%. RXN SMILES: FC(F)(F)C(O)=O.ClCCl.[NH2:11][C:12]1[N:17]=[CH:16][N:15]=[C:14]2[N:18]([CH:37]3[CH2:42][CH2:41][N:40]([CH3:43])[CH2:39][CH2:38]3)[N:19]=[C:20]([C:21]3[CH:26]=[CH:25][C:24]([NH:27]C(=O)OC(C)(C)C)=[C:23]([O:35][CH3:36])[CH:22]=3)[C:13]=12>ClCCl>[NH2:27][C:24]1[CH:25]=[CH:26][C:21]([C:20]2[C:13]3[C:14](=[N:15][CH:16]=[N:17][C:12]=3[NH2:11])[N:18]([CH:37]3[CH2:38][CH2:39][N:40]([CH3:43])[CH2:41][CH2:42]3)[N:19]=2)=[CH:22][C:23]=1[O:35][CH3:36] |f:0.1|. Procedure details: A mixture of trifluoroacetic acid/dichloromethane (20:80, 7 mL) was added to a solution of tert-butyl N-{4-[4-amino-1-(1-methyl-4-piperidyl)-1H-pyrazolo[3,4-d]pyrimidin-3-yl]-2-methoxyphenyl}carbamate (240 mg, 0.529 mmol) in dichloromethane (4 mL) at 0° C. 15 minutes later, the ice-bath was removed and the reaction mixture was stirred at room temperature for 4 hours. The solvents were evaporated and the residue was dissolved in dichloromethane. Sodium hydroxide (1.0N) was added to adjust the pH ...